Dataset: the Open Reaction Database (ORD), a public repository of structured organic reaction records. Task: describe an organic reaction: reactants, conditions, products, and yield Reactants: OC1=CC=C(C=C1)CCCN1C=NC=C1 (1-[3-(4-hydroxyphenyl)propyl]imidazole), ClCC=1N=C(OC1)C=1SC(=CC1)Cl (4-chloromethyl-2-(5-chloro-2-thienyl)oxazole). The product is ClC1=CC=C(S1)C=1OC=C(N1)COC1=CC=C(C=C1)CCCN1C=NC=C1 (2-(5-chloro-2-thienyl)-4-[4-[3-(1-imidazolyl)propyl]phenoxymethyl]oxazole). Isolated yield 68.0%. Reaction SMILES: [OH:1][C:2]1[CH:7]=[CH:6][C:5]([CH2:8][CH2:9][CH2:10][N:11]2[CH:15]=[CH:14][N:13]=[CH:12]2)=[CH:4][CH:3]=1.Cl[CH2:17][C:18]1[N:19]=[C:20]([C:23]2[S:24][C:25]([Cl:28])=[CH:26][CH:27]=2)[O:21][CH:22]=1>>[Cl:28][C:25]1[S:24][C:23]([C:20]2[O:21][CH:22]=[C:18]([CH2:17][O:1][C:2]3[CH:7]=[CH:6][C:5]([CH2:8][CH2:9][CH2:10][N:11]4[CH:15]=[CH:14][N:13]=[CH:12]4)=[CH:4][CH:3]=3)[N:19]=2)=[CH:27][CH:26]=1. Procedure details: In substantially the same manner as in Working Example 109, 1-[3-(4-hydroxyphenyl)propyl]imidazole was allowed to react with 4-chloromethyl-2-(5-chloro-2-thienyl)oxazole to give 2-(5-chloro-2-thienyl)-4-[4-[3-(1-imidazolyl)propyl]phenoxymethyl]oxazole. The yield was 68%. Recrystallization from ethyl acetate-hexane gave colorless prisms, mp 77-78° C. Reactants: CC(=O)O[BH-](OC(C)=O)OC(C)=O, CCS(=O)(=O)N1CCC(c2c[nH]c3c(C(N)=O)cc(-c4ccc(C=O)cc4)cc23)CC1, C1COCCN1, CS(C)=O, CC(=O)O, [Na+]. The product is CCS(=O)(=O)N1CCC(c2c[nH]c3c(C(N)=O)cc(-c4ccc(CN5CCOCC5)cc4)cc23)CC1. RXN SMILES: [C:38]([O:39][BH-:40]([O:41][C:42](=[O:43])[CH3:44])[O:45][C:46](=[O:47])[CH3:48])(=[O:49])[CH3:50].[CH2:1]([CH3:2])[S:3](=[O:4])(=[O:5])[N:6]1[CH2:7][CH2:8][CH:9]([c:12]2[cH:13][nH:14][c:15]3[c:16]([C:29](=[O:30])[NH2:31])[cH:17][c:18](-[c:21]4[cH:22][cH:23][c:24]([CH:27]=[O:28])[cH:25][cH:26]4)[cH:19][c:20]23)[CH2:10][CH2:11]1.[CH2:32]1[CH2:33][O:34][CH2:35][CH2:36][NH:37]1.[CH3:52][S:53]([CH3:54])=[O:55].[CH3:56][C:57](=[O:58])[OH:59].[Na+:51]>>[CH2:1]([CH3:2])[S:3](=[O:4])(=[O:5])[N:6]1[CH2:7][CH2:8][CH:9]([c:12]2[cH:13][nH:14][c:15]3[c:16]([C:29](=[O:30])[NH2:31])[cH:17][c:18](-[c:21]4[cH:22][cH:23][c:24]([CH2:27][N:37]5[CH2:32][CH2:33][O:34][CH2:35][CH2:36]5)[cH:25][cH:26]4)[cH:19][c:20]23)[CH2:10][CH2:11]1. The reactants are C([O-])([O-])=O.[K+].[K+] (Potassium carbonate), C1(C=2C(C(N1)=O)=CC=CC2)=O (phthalimide), ClC1=C(C(=C(C=C1)[N+](=O)[O-])CCl)Cl (1,2-dichloro-3-chloromethyl-4-nitrobenzene). Product: ClC1=C(CN)C(=CC=C1Cl)[N+](=O)[O-] (2,3-Dichloro-6-nitrobenzylamine). Yield: 75.0%. RXN SMILES: C(=O)([O-])[O-].[K+].[K+].C1(=O)[NH:11]C(=O)C2=CC=CC=C12.[Cl:18][C:19]1[CH:24]=[CH:23][C:22]([N+:25]([O-:27])=[O:26])=[C:21]([CH2:28]Cl)[C:20]=1[Cl:30]>>[Cl:30][C:20]1[C:19]([Cl:18])=[CH:24][CH:23]=[C:22]([N+:25]([O-:27])=[O:26])[C:21]=1[CH2:28][NH2:11] |f:0.1.2|. Reported procedure: Potassium carbonate and 2 equivalents of phthalimide are ground together and heated to reflux with 2 equivalents of 1,2-dichloro-3-chloromethyl-4-nitrobenzene for three hours. Upon cooling, the substituted benzylphthalimide crystallizes and is filtered in 60-80% yield. 2,3-Dichloro-6-nitrobenzylamine is obtained in a 75-95% yield with acid hydrolysis using hydrochloric acid from the substituted benzylphthalimide. The reactants are [Al+3], CCOC(=O)C(F)c1cccc(Br)c1, C1CCOC1, [H-], [H-], [H-], [H-], [Li+]. The product is OCC(F)c1cccc(Br)c1. Reaction SMILES: [Al+3:2].[Br:7][c:8]1[cH:9][c:10]([CH:14]([C:15](=[O:16])[O:17][CH2:18][CH3:19])[F:20])[cH:11][cH:12][cH:13]1.[CH2:21]1[O:22][CH2:23][CH2:24][CH2:25]1.[H-:1].[H-:4].[H-:5].[H-:6].[Li+:3]>>[Br:7][c:8]1[cH:9][c:10]([CH:14]([CH2:15][OH:16])[F:20])[cH:11][cH:12][cH:13]1. The reactants are [N+](=O)([O-])C=1NC=C(N1)CC(C(=O)OC)(F)F (methyl 3-(2'-nitroimidazolyl)-2,2-difluoropropionate). Solvent: CN(C)C=O (DMF). Reaction conditions: time 6 hour. Product: OCCCCNC(C(CC=1N=C(NC1)[N+](=O)[O-])(F)F)=O (3-(2'-nitroimidazolyl)-2,2-difluoropropionic acid hydroxybutylamide). The yield is 73.3%. RXN SMILES: [N+:1]([C:4]1[NH:5][CH:6]=[C:7]([CH2:9][C:10]([F:16])([F:15])[C:11]([O:13]C)=O)[N:8]=1)([O-:3])=[O:2]>CN(C=O)C>[OH:13][CH2:11][CH2:10][CH2:9][CH2:7][NH:8][C:11](=[O:13])[C:10]([F:16])([F:15])[CH2:9][C:7]1[N:8]=[C:4]([N+:1]([O-:3])=[O:2])[NH:5][CH:6]=1. Reported procedure: To a solution of methyl 3-(2'-nitroimidazolyl)-2,2-difluoropropionate (1.0 g, 4.2 mmol) in DMF (10 ml), n-butanolamine (500 mg, 5.6 mmol) was added and stirred for 6 hours at a room temperature. Then, the reaction solution was concentrated and purified by silica gel column chromatography to obtain 3-(2'-nitroimidazolyl)-2,2-difluoropropionic acid hydroxybutylamide (450 mg).